This data is from the Open Reaction Database (ORD), a public repository of structured organic reaction records. The task is: describe an organic reaction: reactants, conditions, products, and yield Starting materials: NC1=CC2=C(N=CN2)C=C1 (5-aminobenzimidazole), N1CCCCC1 (piperidine), C(C1=CC=CC=C1)=O (benzaldehyde), SCC(=O)O (mercapto acetic acid). The product is N1C=NC2=C1C=CC(=C2)N2C(SCC2=O)C2=CC=CC=C2 (3-(1H-benzo[d]imidazol-5-yl)-2-phenylthiazolidin-4-one). Reaction SMILES: [NH2:1][C:2]1[CH:10]=[CH:9][C:5]2[N:6]=[CH:7][NH:8][C:4]=2[CH:3]=1.[CH:11](=O)[C:12]1[CH:17]=[CH:16][CH:15]=[CH:14][CH:13]=1.[SH:19][CH2:20][C:21](O)=[O:22].N1CCCCC1>>[NH:6]1[C:5]2[CH:9]=[CH:10][C:2]([N:1]3[C:21](=[O:22])[CH2:20][S:19][CH:11]3[C:12]3[CH:17]=[CH:16][CH:15]=[CH:14][CH:13]=3)=[CH:3][C:4]=2[N:8]=[CH:7]1. Procedure details: The compound was synthesized starting from 5-aminobenzimidazole (0.133 g, 1.0 mmol), benzaldehyde (0.306 mL, 3.0 mmol), mercapto acetic acid (0.276 g, 2.0 mmol), piperidine, according to method 9 step A. yield: 118 mg (40%), MS m/z: 296.3 (M+H)+, HPLC [A]): rt 5.72 min (96%) The product is Cl.Cl.C(C)OC(=O)C1=NC2=CC=C(C=C2C(=N1)N[C@@H]1[C@@H](CCCC1)N)C (4-{[(1S,2R)-2-aminocyclohexyl]amino}-6-methylquinazoline-2-carboxylic acid ethyl ester dihydrochloride). The solvent is C(C)(=O)OCC (ethyl acetate). The reactants are C(C)OC(=O)C1=NC2=CC=C(C=C2C(=N1)N[C@@H]1[C@@H](CCCC1)NC(=O)OC(C)(C)C)C (4-({(1S,2R)-2-[(tert-butoxycarbonyl)amino]cyclohexyl}amino)-6-methylquinazoline-2-carboxylic acid ethyl ester), C(C)(=O)OCC.Cl (hydrogen chloride-ethyl acetate). RXN SMILES: [CH2:1]([O:3][C:4]([C:6]1[N:15]=[C:14]([NH:16][C@H:17]2[CH2:22][CH2:21][CH2:20][CH2:19][C@H:18]2[NH:23]C(OC(C)(C)C)=O)[C:13]2[C:8](=[CH:9][CH:10]=[C:11]([CH3:31])[CH:12]=2)[N:7]=1)=[O:5])[CH3:2].C(OCC)(=O)C.[ClH:38]>C(OCC)(=O)C>[ClH:38].[ClH:38].[CH2:1]([O:3][C:4]([C:6]1[N:15]=[C:14]([NH:16][C@H:17]2[CH2:22][CH2:21][CH2:20][CH2:19][C@H:18]2[NH2:23])[C:13]2[C:8](=[CH:9][CH:10]=[C:11]([CH3:31])[CH:12]=2)[N:7]=1)=[O:5])[CH3:2] |f:1.2,4.5.6|. Conditions: time 11 hour. Procedure: To a solution of 14.5 g of 4-({(1S,2R)-2-[(tert-butoxycarbonyl)amino]cyclohexyl}amino)-6-methylquinazoline-2-carboxylic acid ethyl ester in 600 ml of ethyl acetate, 68 ml of a 4N-hydrogen chloride-ethyl acetate solution was added under ice cooling, and then the mixture was stirred at room temperature for 11 hours. The deposited crystals were collected by filtration, washed with ethyl acetate and then dried to obtain 11.7 g of the desirable compound as a pink powder. Starting materials: CCOCC, CC(C)O, CNC(=O)c1ccccc1Nc1nc(Cl)ncc1[N+](=O)[O-], Cl, CC(=O)Nc1ccc(N)cc1. Yields the product Cl, CNC(=O)c1ccccc1Nc1nc(Nc2ccc(NC(C)=O)cc2)ncc1[N+](=O)[O-]. As a reaction SMILES: [CH3:34][CH2:35][O:36][CH2:37][CH3:38].[CH3:39][CH:40]([OH:41])[CH3:42].[Cl:1][c:2]1[n:3][cH:4][c:5]([N+:19](=[O:20])[O-:21])[c:6]([NH:8][c:9]2[c:10]([C:11](=[O:12])[NH:13][CH3:14])[cH:15][cH:16][cH:17][cH:18]2)[n:7]1.[ClH:33].[NH2:22][c:23]1[cH:24][cH:25][c:26]([NH:29][C:30]([CH3:31])=[O:32])[cH:27][cH:28]1>>[ClH:1].[c:2]1([NH:22][c:23]2[cH:24][cH:25][c:26]([NH:29][C:30]([CH3:31])=[O:32])[cH:27][cH:28]2)[n:3][cH:4][c:5]([N+:19](=[O:20])[O-:21])[c:6]([NH:8][c:9]2[c:10]([C:11](=[O:12])[NH:13][CH3:14])[cH:15][cH:16][cH:17][cH:18]2)[n:7]1. Reactants: ClC1=CC=C(CNC(=O)C=2C=NC3=CC=C(C=C3C2O)C#CCO)C=C1 (N-(4-chlorobenzyl)-4-hydroxy -6-(3-hydroxy-1-propynyl)-3-quinolinecarboxamide), 5. Reagents/catalysts: [Pd] (Pd/C), [Pd] (Pd/C). The solvent is C(Cl)Cl.CO (CH2Cl2 MeOH). Reaction conditions: time 4 hour. Product: ClC1=CC=C(CNC(=O)C2=CNC3=CC=C(C=C3C2=O)\C=C/CO)C=C1 (N-(4-chlorobenzyl)-1,4-dihydro-6-[(1Z)-3-hydroxy-1-propenyl]-4-oxo-3-quinolinecarboxamide), ClC1=CC=C(CNC(=O)C2=CNC3=CC=C(C=C3C2=O)\C=C\CO)C=C1 (N-(4-chlorobenzyl)-1,4-dihydro-6-[(1E)-3-hydroxy-1-propenyl]-4-oxo-3-quinolinecarboxamide). Reaction SMILES: [Cl:1][C:2]1[CH:26]=[CH:25][C:5]([CH2:6][NH:7][C:8]([C:10]2[CH:11]=[N:12][C:13]3[C:18]([C:19]=2[OH:20])=[CH:17][C:16]([C:21]#[C:22][CH2:23][OH:24])=[CH:15][CH:14]=3)=[O:9])=[CH:4][CH:3]=1>[Pd].C(Cl)Cl.CO>[Cl:1][C:2]1[CH:3]=[CH:4][C:5]([CH2:6][NH:7][C:8]([C:10]2[C:19](=[O:20])[C:18]3[C:13](=[CH:14][CH:15]=[C:16](/[CH:21]=[CH:22]\[CH2:23][OH:24])[CH:17]=3)[NH:12][CH:11]=2)=[O:9])=[CH:25][CH:26]=1.[Cl:1][C:2]1[CH:3]=[CH:4][C:5]([CH2:6][NH:7][C:8]([C:10]2[C:19](=[O:20])[C:18]3[C:13](=[CH:14][CH:15]=[C:16](/[CH:21]=[CH:22]/[CH2:23][OH:24])[CH:17]=3)[NH:12][CH:11]=2)=[O:9])=[CH:25][CH:26]=1 |f:2.3|. Reported procedure: A mixture of N-(4-chlorobenzyl)-4-hydroxy -6-(3-hydroxy-1-propynyl)-3-quinolinecarboxamide from Preparation No. 5 (5.48 g) and Pd/C (10%, 0.55 g) in 3:1 CH2Cl2/MeOH (150 mL) are placed on a Parr hydrogenator under 50 psi of H2 and shaken for 4 h. Another 0.30 g of Pd/C was added, and the resulting mixture was shaken for 2 h. The reaction mixture is then filtered through Celite, 0.55 g of fresh catalyst is added, and the resulting mixture is shaken under H2 for 3 h. The reaction mixture is then f... The reactants are ClC1=CC=C(C=N1)N1[C@H]2[C@@H](CC1)CNC2 ((3aS,6aS)-1-(6-chloro-3-pyridinyl)octahydropyrrolo[3,4-b]pyrrole), C(\C=C\C(=O)O)(=O)O (fumaric acid). Product: C(\C=C\C(=O)O)(=O)O.ClC1=CC=C(C=N1)N1[C@H]2[C@@H](CC1)CNC2 ((3aS,6aS)-1-(6-chloro-3-pyridinyl)octahydropyrrolo[3,4-b]pyrrole fumarate). Isolated yield 78.6%. Reaction SMILES: [Cl:1][C:2]1[N:7]=[CH:6][C:5]([N:8]2[CH2:12][CH2:11][C@H:10]3[CH2:13][NH:14][CH2:15][C@@H:9]23)=[CH:4][CH:3]=1.[C:16]([OH:23])(=[O:22])/[CH:17]=[CH:18]/[C:19]([OH:21])=[O:20]>>[C:16]([OH:23])(=[O:22])/[CH:17]=[CH:18]/[C:19]([OH:21])=[O:20].[Cl:1][C:2]1[N:7]=[CH:6][C:5]([N:8]2[CH2:12][CH2:11][C@H:10]3[CH2:13][NH:14][CH2:15][C@@H:9]23)=[CH:4][CH:3]=1 |f:2.3|. Procedure details: The product of Example 77D (0.260 g, 1.16 mmol) and fumaric acid (0.135 g, 1.16 mmol) were processed according to the procedure described in Example 66D to provide the title compound (0.310 g, 0.912 mmol, 79% yield). 1H NMR (CH3OH-d4, 500 MHz) δ2.00 (m, 1H), 2.30 (m, 1H), 3.32 (m, 4H), 3.50 (dt, J=12.5, 5.9 Hz, 2H), 3.67 (dt, J=9.7, 6.3 Hz, 1H), 4.39 (m, 1H), 6.67 (s, 2H), 7.12 (dd, J=8.8, 3.1 Hz, 1H), 7.27 (d, J=8.8 Hz, 1H), 7.73 (d, J=3.1 Hz, 1H); MS (DCI/NH3) m/z 224 (M+H-C4H4O4)+; Anal. calc... Starting materials: CN1C(CN=C(C2=C1C=CC=C2)C2=C(C=CC=C2)F)CCl (1-Methyl-2-chloromethyl-5-(2'-fluorophenyl)-2,3-dihydro-1H-1,4-benzodiazepine), COC([C@H](CC1=CC=CC=C1)N)=O (methyl-2(S)-amino-3-phenylpropionate), C([O-])([O-])=O.[K+].[K+] (potassium carbonate), [I-].[Na+] (sodium iodide). Run in CN(C=O)C (N,N-dimethylformamide). Conditions: temperature 60 celsius. Product: CN1C(CN=C(C2=C1C=CC=C2)C2=C(C=CC=C2)F)CN[C@@H](CC2=CC=CC=C2)C(=O)OC (1-methyl-2-[1-(S)-methoxycarbonyl-2-phenylethylamino]methyl-5-(2'-fluorophenyl)-2,3-dihydro-1H-1,4-benzodiazepine). Reaction SMILES: [CH3:1][N:2]1[C:8]2[CH:9]=[CH:10][CH:11]=[CH:12][C:7]=2[C:6]([C:13]2[CH:18]=[CH:17][CH:16]=[CH:15][C:14]=2[F:19])=[N:5][CH2:4][CH:3]1[CH2:20]Cl.[CH3:22][O:23][C:24](=[O:34])[C@@H:25]([NH2:33])[CH2:26][C:27]1[CH:32]=[CH:31][CH:30]=[CH:29][CH:28]=1.C(=O)([O-])[O-].[K+].[K+].[I-].[Na+]>CN(C)C=O>[CH3:1][N:2]1[C:8]2[CH:9]=[CH:10][CH:11]=[CH:12][C:7]=2[C:6]([C:13]2[CH:18]=[CH:17][CH:16]=[CH:15][C:14]=2[F:19])=[N:5][CH2:4][CH:3]1[CH2:20][NH:33][C@H:25]([C:24]([O:23][CH3:22])=[O:34])[CH2:26][C:27]1[CH:32]=[CH:31][CH:30]=[CH:29][CH:28]=1 |f:2.3.4,5.6|. Procedure: 1-Methyl-2-chloromethyl-5-(2'-fluorophenyl)-2,3-dihydro-1H-1,4-benzodiazepine (150 mg, 0.5 mmole) and methyl-2(S)-amino-3-phenylpropionate (108 mg, 0.5 mmole) were combined in 4 ml of dry N,N-dimethylformamide, and potassium carbonate (138 mg, 1 mmole) and sodium iodide (70 mg, 0.5 mmole) were added to this mixture. The reaction mixture was protected from moisture and heated at 60° C. for 48 hours. The solvent was then removed under reduced pressure and the residue was partitioned between ethyl ...